The task is: describe an organic reaction: reactants, conditions, products, and yield. This data is from the Open Reaction Database (ORD), a public repository of structured organic reaction records. Starting materials: ClC1=CC=C(C=C1)C=1C=C(C=NC1OCC(F)(F)F)N (5-(4-chloro-phenyl)-6-(2,2, 2-trifluoro-ethoxy)-pyridin-3-ylamine), N1=CN=CC(=C1)C(=O)O (5-pyrimidinecarboxylic acid). The product is ClC1=CC=C(C=C1)C=1C=C(C=NC1OCC(F)(F)F)NC(=O)C=1C=NC=NC1 (5-pyrimidinecarboxylic acid[5-(4-chloro-phenyl)-6-(2,2,2-trifluoro-ethoxy)-pyridin-3-yl]-amide). RXN SMILES: [Cl:1][C:2]1[CH:7]=[CH:6][C:5]([C:8]2[CH:9]=[C:10]([NH2:20])[CH:11]=[N:12][C:13]=2[O:14][CH2:15][C:16]([F:19])([F:18])[F:17])=[CH:4][CH:3]=1.[N:21]1[CH:26]=[C:25]([C:27](O)=[O:28])[CH:24]=[N:23][CH:22]=1>>[Cl:1][C:2]1[CH:3]=[CH:4][C:5]([C:8]2[CH:9]=[C:10]([NH:20][C:27]([C:25]3[CH:26]=[N:21][CH:22]=[N:23][CH:24]=3)=[O:28])[CH:11]=[N:12][C:13]=2[O:14][CH2:15][C:16]([F:17])([F:18])[F:19])=[CH:6][CH:7]=1. Procedure details: The title compound was synthesized in analogy to Example 1, using 5-(4-chloro-phenyl)-6-(2,2, 2-trifluoro-ethoxy)-pyridin-3-ylamine and 5-pyrimidinecarboxylic acid as starting materials, MS (LC/MS): 409.0 (M+H). The reactants are CC(C)(C)OC(=O)CBr, CCCC[N+](CCCC)(CCCC)CCCC, C1CCOC1, Cc1ccccc1, [Na+], [OH-], O, O=S(=O)([O-])O, OC1CCCC(Nc2ncnc3oc(-c4ccccc4)cc23)C1. Yields the product CC(C)(C)OC(=O)COC1CCCC(Nc2ncnc3oc(-c4ccccc4)cc23)C1. As a reaction SMILES: [C:26]([CH3:27])([CH3:28])([CH3:29])[O:30][C:31]([CH2:32][Br:33])=[O:34].[CH2:41]([N+:42]([CH2:43][CH2:44][CH2:45][CH3:46])([CH2:47][CH2:48][CH2:49][CH3:50])[CH2:51][CH2:52][CH2:53][CH3:54])[CH2:55][CH2:56][CH3:57].[CH2:65]1[O:66][CH2:67][CH2:68][CH2:69]1.[CH3:58][c:59]1[cH:60][cH:61][cH:62][cH:63][cH:64]1.[Na+:25].[OH-:24].[OH2:35].[S:36]([O-:37])([OH:38])(=[O:39])=[O:40].[c:1]1(-[c:7]2[cH:8][c:9]3[c:10]([n:11][cH:12][n:13][c:14]3[NH:15][CH:16]3[CH2:17][CH:18]([OH:22])[CH2:19][CH2:20][CH2:21]3)[o:23]2)[cH:2][cH:3][cH:4][cH:5][cH:6]1>>[c:1]1(-[c:7]2[cH:8][c:9]3[c:10]([n:11][cH:12][n:13][c:14]3[NH:15][CH:16]3[CH2:17][CH:18]([O:22][CH2:32][C:31]([O:30][C:26]([CH3:27])([CH3:28])[CH3:29])=[O:34])[CH2:19][CH2:20][CH2:21]3)[o:23]2)[cH:2][cH:3][cH:4][cH:5][cH:6]1.